describe an organic reaction: reactants, conditions, products, and yield From a dataset of the Open Reaction Database (ORD), a public repository of structured organic reaction records. Product: CC(=O)OCC1OC(Cl)C(OC(C)=O)C(OC(C)=O)C1OC(C)=O. Reaction SMILES: [C:1]([CH3:2])(=[O:3])[O:4][CH:5]1[CH:6]([OH:7])[O:8][CH:9]([CH2:20][O:21][C:22]([CH3:23])=[O:24])[CH:10]([O:16][C:17]([CH3:18])=[O:19])[CH:11]1[O:12][C:13]([CH3:14])=[O:15].[CH:25]([Cl:26])([Cl:27])[Cl:28]>>[C:1]([CH3:2])(=[O:3])[O:4][CH:5]1[CH:6]([Cl:26])[O:8][CH:9]([CH2:20][O:21][C:22]([CH3:23])=[O:24])[CH:10]([O:16][C:17]([CH3:18])=[O:19])[CH:11]1[O:12][C:13]([CH3:14])=[O:15]. Reactants: CC(=O)OCC1OC(O)C(OC(C)=O)C(OC(C)=O)C1OC(C)=O, ClC(Cl)Cl. The reactants are N(C1=CC=CC=C1)C1=CC=C(OCCCCCCO)C=C1 (6-(p-anilinophenoxy)hexanol), C(CCCCCCC)(=O)OC (methyl octanoate), CC(C)[O-].CC(C)[O-].CC(C)[O-].[Al+3] (aluminum isopropylate), [Na] (sodium). The product is ester, C(CCCCCCC)(=O)OCCCCCCOC1=CC=C(C=C1)NC1=CC=CC=C1 (6-(p-anilinophenoxy)hexyl octanoate). As a reaction SMILES: [NH:1]([C:8]1[CH:21]=[CH:20][C:11]([O:12][CH2:13][CH2:14][CH2:15][CH2:16][CH2:17][CH2:18][OH:19])=[CH:10][CH:9]=1)[C:2]1[CH:7]=[CH:6][CH:5]=[CH:4][CH:3]=1.[C:22](OC)(=[O:30])[CH2:23][CH2:24][CH2:25][CH2:26][CH2:27][CH2:28][CH3:29].CC([O-])C.CC([O-])C.CC([O-])C.[Al+3].[Na]>>[C:22]([O:19][CH2:18][CH2:17][CH2:16][CH2:15][CH2:14][CH2:13][O:12][C:11]1[CH:20]=[CH:21][C:8]([NH:1][C:2]2[CH:3]=[CH:4][CH:5]=[CH:6][CH:7]=2)=[CH:9][CH:10]=1)(=[O:30])[CH2:23][CH2:24][CH2:25][CH2:26][CH2:27][CH2:28][CH3:29] |f:2.3.4.5,^1:45|. Procedure details: Following the method of Example 1, a mixture of 28.5 g. of 6-(p-anilinophenoxy)hexanol, 47.5 g. of methyl octanoate, 0.3 g. of aluminum isopropylate and a small chip of sodium metal (about 0.1 g.) was heated at 160°-170° C. for a total of 9 hours. The reaction mixture was then cooled and recrystallized from 2-propanol to afford the ester, 6-(p-anilinophenoxy)hexyl octanoate as a crystalline solid, m.p. 42°-43° C. The reactants are FC(OC1=CC=C(C=O)C=C1)F (4-(difluoromethoxy)benzaldehyde), CC(C)(C)[S@](=O)N ((S)-2-methylpropane-2-sulfinamide), Ti(OEt)4. Run in [Cl-].[Na+].O (brine), C1CCOC1 (THF). Conditions: time 8 hour. The product is FC(OC1=CC=C(\C=N\[S@@](=O)C(C)(C)C)C=C1)F ((S,E)-N-(4-(difluoromethoxy)benzylidene)-2-methylpropane-2-sulfinamide). The yield is 100.2%. As a reaction SMILES: [F:1][CH:2]([F:12])[O:3][C:4]1[CH:11]=[CH:10][C:7]([CH:8]=O)=[CH:6][CH:5]=1.[CH3:13][C:14]([S@@:17]([NH2:19])=[O:18])([CH3:16])[CH3:15]>C1COCC1.[Cl-].[Na+].O>[F:1][CH:2]([F:12])[O:3][C:4]1[CH:11]=[CH:10][C:7](/[CH:8]=[N:19]/[S@:17]([C:14]([CH3:16])([CH3:15])[CH3:13])=[O:18])=[CH:6][CH:5]=1 |f:3.4.5|. Reported procedure: To a stirred solution of 4-(difluoromethoxy)benzaldehyde (10 g, 58 mmol) and (S)-2-methylpropane-2-sulfinamide (13 g, 105 mmol) in THF (50 mL) was added Ti(OEt)4 (43 mL, 209 mmol) and the reaction was stirred at RT overnight. The mixture was poured into brine (400 mL) and stirred for 10 min, filtered, and the filtered solids rinsed with additional THF/EtOAc. The organic layer was separated, and the aqueous layer extracted with additional EtOAc. The combined extracts were washed with brine, dried... Starting materials: ClC1=NC=C(C=C1)CCl (2-chloro-5-(chloromethyl)pyridine), C(C)(C)(C)N (tert-butylamine), C([O-])([O-])=O.[K+].[K+] (potassium carbonate). Run in C(C)#N (acetonitrile). Reaction conditions: temperature 80 celsius. Yields the product C(C)(C)(C)NCC=1C=NC(=CC1)Cl (tert-Butyl-(6-chloro-pyridin-3-ylmethyl)-amine). Yield: 58.8%. RXN SMILES: [Cl:1][C:2]1[CH:7]=[CH:6][C:5]([CH2:8]Cl)=[CH:4][N:3]=1.[C:10]([NH2:14])([CH3:13])([CH3:12])[CH3:11].C(=O)([O-])[O-].[K+].[K+]>C(#N)C>[C:10]([NH:14][CH2:8][C:5]1[CH:4]=[N:3][C:2]([Cl:1])=[CH:7][CH:6]=1)([CH3:13])([CH3:12])[CH3:11] |f:2.3.4|. Reported procedure: To a solution of 2-chloro-5-(chloromethyl)pyridine (537 mg, 3.31 mmole) in 7 mL of dry acetonitrile is 0.7 mL (6.62 mmol) of tert-butylamine followed by 457 mg (3.31 mmol) of potassium carbonate. The reaction is heated at 80° C. for 12 h. After cooling, the reaction mixture is quenched with 5 mL of water, extracted three-times with methylene chloride, and dried over sodium sulfate. Concentration of the solvent provided an oil which was purified by silica gel chromatography to provide 387 mg (59%... Reactants: BrN1C(CCC1=O)=O (N-Bromosuccinimide), C(C1=CC=CC=C1)(=O)OOC(C1=CC=CC=C1)=O (di-benzoylperoxide), BrC=1C=C(C2=C(C=CO2)C1)C (5-bromo-7-methylbenzofuran). Solvent: C(Cl)(Cl)(Cl)Cl (CCl4). Product: BrC=1C=C(C2=C(C=CO2)C1)CBr (5-bromo-7-bromomethyl benzofuran). Isolated yield 31.5%. RXN SMILES: [Br:1]N1C(=O)CCC1=O.C(OOC(=O)C1C=CC=CC=1)(=O)C1C=CC=CC=1.[Br:27][C:28]1[CH:29]=[C:30]([CH3:37])[C:31]2[O:35][CH:34]=[CH:33][C:32]=2[CH:36]=1>C(Cl)(Cl)(Cl)Cl>[Br:27][C:28]1[CH:29]=[C:30]([CH2:37][Br:1])[C:31]2[O:35][CH:34]=[CH:33][C:32]=2[CH:36]=1. Procedure details: N-Bromosuccinimide (10.0 g) and di-benzoylperoxide (500 mg) were added in five equal portions to a solution of 5-bromo-7-methylbenzofuran (9.7 g) stirring at reflux in CCl4 (100 ml), whilst being irradiated with an 850 W lamp. After the final addition, the reaction was stirred at reflux for a further 2 hours, then cooled to room temperature. The solution was filtered and the filtrate washed with 2N NaOH--H2O (40 ml), brine (40 ml), dried over MgSO4, filtered and the solvent removed under reduced... Starting materials: FC(C=1C=CC=C2C(=CC=NC12)NC1=C(C(=O)OC)C=C(C=C1)F)(F)F (methyl 2-(8-trifluoromethyl-4-quinolinylamino)-5-fluoro-benzoate), CN(C)C(C)O (dimethylamino-ethanol). Product: FC(C=1C=CC=C2C(=CC=NC12)NC1=C(C(=O)OCCN(C)C)C=C(C=C1)F)(F)F (2-dimethylaminoethyl 2-(8-trifluoromethyl-4-quinolinylamino)-5-fluorobenzoate). Reaction SMILES: [F:1][C:2]([F:26])([F:25])[C:3]1[CH:4]=[CH:5][CH:6]=[C:7]2[C:12]=1[N:11]=[CH:10][CH:9]=[C:8]2[NH:13][C:14]1[CH:23]=[CH:22][C:21]([F:24])=[CH:20][C:15]=1[C:16]([O:18][CH3:19])=[O:17].[CH3:27][N:28]([CH:30](O)C)[CH3:29]>>[F:26][C:2]([F:1])([F:25])[C:3]1[CH:4]=[CH:5][CH:6]=[C:7]2[C:12]=1[N:11]=[CH:10][CH:9]=[C:8]2[NH:13][C:14]1[CH:23]=[CH:22][C:21]([F:24])=[CH:20][C:15]=1[C:16]([O:18][CH2:19][CH2:27][N:28]([CH3:30])[CH3:29])=[O:17]. Procedure details: Using the process of Example 13, methyl 2-(8-trifluoromethyl-4-quinolinylamino)-5-fluoro-benzoate and dimethylamino-ethanol were reacted to form 2-dimethylaminoethyl 2-(8-trifluoromethyl-4-quinolinylamino)-5-fluorobenzoate which was then dissolved in ethanol. Dry hydrogen chloride in ethanol was added to the solution and anhydrous ether was added to effect precipitation. The mixture was vacuum filtered and the crystals were washed and dried to obtain 2-dimethylamino-ethyl 2-(8-trifluoromethyl-4-... Starting materials: C(C)(C)(C)OC(N(N1C=CC=C1)CC1=CC=CC=C1)=O (benzyl-pyrrol-1-yl-carbamic acid tert-butyl ester), C(C)OC(C(C(=O)OCC)C(=O)OCC)=O (2-ethoxycarbonyl-malonic acid diethyl ester), EtOAc hexanes. The product is C(C)OC(=O)C1=C(C=2N(N(C1=O)CC1=CC=CC=C1)C=CC2)O (1-Benzyl-4-hydroxy-2-oxo-1,2-dihydro-pyrrolo[1,2-b]pyridazine-3-carboxylic acid ethyl ester). Reaction SMILES: C(O[C:6](=[O:20])[N:7]([CH2:13][C:14]1[CH:19]=[CH:18][CH:17]=[CH:16][CH:15]=1)[N:8]1[CH:12]=[CH:11][CH:10]=[CH:9]1)(C)(C)C.[CH2:21]([O:23][C:24](=[O:36])[CH:25](C(OCC)=O)[C:26](OCC)=[O:27])[CH3:22]>>[CH2:21]([O:23][C:24]([C:25]1[C:6](=[O:20])[N:7]([CH2:13][C:14]2[CH:15]=[CH:16][CH:17]=[CH:18][CH:19]=2)[N:8]2[CH:9]=[CH:10][CH:11]=[C:12]2[C:26]=1[OH:27])=[O:36])[CH3:22]. Procedure details: A mixture of benzyl-pyrrol-1-yl-carbamic acid tert-butyl ester (1.28 g, 4.70 mmol) and 2-ethoxycarbonyl-malonic acid diethyl ester (3.0 mL) in a test tube was heated in an oil bath (bath temperature: 220° C. to 230° C.) for 10 min; TLC (EtOAc/hexanes:1/1 by volume) showed good conversion; then cooled, the reaction mixture was directly purified with silica gel column to give the desired product as brown solid (1.00 g). ESI (m/z): 313 (M+H)+. As a reaction SMILES: [C:11]1(=[O:21])[c:12]2[c:13]([cH:17][cH:18][cH:19][cH:20]2)[C:14](=[O:16])[NH:15]1.[Cl:1][CH2:2][c:3]1[n:4][c:5]([CH2:9][Cl:10])[cH:6][cH:7][cH:8]1.[K:22].[O:23]=[CH:24][N:25]([CH3:26])[CH3:27]>>[CH2:2]([c:3]1[n:4][c:5]([CH2:9][Cl:10])[cH:6][cH:7][cH:8]1)[N:15]1[C:11](=[O:21])[c:12]2[c:13]([cH:17][cH:18][cH:19][cH:20]2)[C:14]1=[O:16]. Starting materials: O=C1NC(=O)c2ccccc21, ClCc1cccc(CCl)n1, [K], CN(C)C=O. Product: O=C1c2ccccc2C(=O)N1Cc1cccc(CCl)n1. The reactants are O=C([O-])[O-], CCOC(=O)CC(=O)c1ccccc1, CN(C)C=O, ClCc1ccc2c(c1)OCO2, [I-], [K+], [K+], [Na+]. Yields the product CCOC(=O)C(Cc1ccc2c(c1)OCO2)C(=O)c1ccccc1. As a reaction SMILES: [C:12](=[O:13])([O-:14])[O-:15].[C:20]([c:21]1[cH:22][cH:23][cH:24][cH:25][cH:26]1)(=[O:27])[CH2:28][C:29](=[O:30])[O:31][CH2:32][CH3:33].[CH3:34][N:35]([CH3:36])[CH:37]=[O:38].[Cl:1][CH2:2][c:3]1[cH:4][c:5]2[c:6]([cH:10][cH:11]1)[O:7][CH2:8][O:9]2.[I-:19].[K+:16].[K+:17].[Na+:18]>>[CH2:2]([c:3]1[cH:4][c:5]2[c:6]([cH:10][cH:11]1)[O:7][CH2:8][O:9]2)[CH:28]([C:20]([c:21]1[cH:22][cH:23][cH:24][cH:25][cH:26]1)=[O:27])[C:29](=[O:30])[O:31][CH2:32][CH3:33]. Reactants: FC1=CC=C2C(=CNC2=C1)C1CNCC1 (3-{6-Fluoro-indol-3-yl}-pyrrolidine), C([O-])([O-])=O.[K+].[K+] (potassium carbonate), ClCCN1S(N(CC2=C1C=CC=C2)C(C)C)(=O)=O (1-(2-chloroethyl)-3,4-dihydro-3-(1-methylethyl)-1H-2,1,3-benzothiadiazine-2,2-dioxide). The solvent is O (water), C(C)(=O)OCC (ethyl acetate). Yields the product FC1=CC=C2C(=CNC2=C1)C1CN(CC1)CCN1S(N(CC2=C1C=CC=C2)C(C)C)(=O)=O (3,4-dihydro-1-{2-[3-(6-fluoroindol-3-yl)-pyrrolidinyl]-1-ethyl}-3-(1-methylethyl)-1H-2,1,3-benzothiadiazine-2,2-dioxide). Reaction SMILES: [F:1][C:2]1[CH:10]=[C:9]2[C:5]([C:6]([CH:11]3[CH2:15][CH2:14][NH:13][CH2:12]3)=[CH:7][NH:8]2)=[CH:4][CH:3]=1.C(=O)([O-])[O-].[K+].[K+].Cl[CH2:23][CH2:24][N:25]1[C:30]2[CH:31]=[CH:32][CH:33]=[CH:34][C:29]=2[CH2:28][N:27]([CH:35]([CH3:37])[CH3:36])[S:26]1(=[O:39])=[O:38]>O.C(OCC)(=O)C>[F:1][C:2]1[CH:10]=[C:9]2[C:5]([C:6]([CH:11]3[CH2:15][CH2:14][N:13]([CH2:23][CH2:24][N:25]4[C:30]5[CH:31]=[CH:32][CH:33]=[CH:34][C:29]=5[CH2:28][N:27]([CH:35]([CH3:36])[CH3:37])[S:26]4(=[O:39])=[O:38])[CH2:12]3)=[CH:7][NH:8]2)=[CH:4][CH:3]=1 |f:1.2.3|. Procedure details: 3-{6-Fluoro-indol-3-yl}-pyrrolidine (500 mg, 2.45 mmol), potassium carbonate (1.04 g, 9.8 mmol), and 1-(2-chloroethyl)-3,4-dihydro-3-(1-methylethyl)-1H-2,1,3-benzothiadiazine-2,2-dioxide (708 mg, 2.45 mmol) were refluxed in water (15 ml) under nitrogen overnight. The solid was dissolved in ethyl acetate(2×100 ml) and washed with brine, dried, filtered and evaporated in vacuo to afford a brown oil. Column chromatography eluting with ethyl acetate gave a yellow solid, 3,4-dihydro-1-{2-[3-(6-fluoro...